Dataset: the Open Reaction Database (ORD), a public repository of structured organic reaction records. Task: describe an organic reaction: reactants, conditions, products, and yield Starting materials: C(C1=CC=CC=C1)(=O)N1CC2C=3C(=CC=CC13)C(C(C2)Br)=O (1-benzoyl-4-bromo-5-keto-1,2,2a,3,4,5-hexahydrobenz[cd]indole), CO (methanol), CCOCC (ether), [BH4-].[Na+] (sodium borohydride). Solvent: O (water). Reaction conditions: time 35 minute. The product is C(C1=CC=CC=C1)(=O)N1CC2C=3C(=CC=CC13)C=CC2 (1-benzoyl-1,2,2a,3-tetrahydrobenz[cd]indole). RXN SMILES: [C:1]([N:9]1[C:17]2[CH:16]=[CH:15][CH:14]=[C:13]3[C:18](=O)[CH:19](Br)[CH2:20][CH:11]([C:12]=23)[CH2:10]1)(=[O:8])[C:2]1[CH:7]=[CH:6][CH:5]=[CH:4][CH:3]=1.CCOCC.[BH4-].[Na+].CO>O>[C:1]([N:9]1[C:17]2[CH:16]=[CH:15][CH:14]=[C:13]3[CH:18]=[CH:19][CH2:20][CH:11]([C:12]=23)[CH2:10]1)(=[O:8])[C:2]1[CH:3]=[CH:4][CH:5]=[CH:6][CH:7]=1 |f:2.3|. Procedure: A suspension of 5 g. of 1-benzoyl-4-bromo-5-keto-1,2,2a,3,4,5-hexahydrobenz[cd]indole was prepared in 200 ml. of ether. 2 g. of sodium borohydride and 50 ml. of methanol were added and the reaction mixture stirred for 35 minutes. The reaction mixture was then diluted with water and the aqueous layer extracted with ethyl acetate. The ethyl acetate layer was separated, washed with water and with saturated aqueous sodium chloride. The organic layer was dried and the solvent removed by evaporation t... Starting materials: N#N (N2), C(C1=CC=CC=C1)N1C(C2=CC=CC(=C2C=C1)[N+](=O)[O-])=O (2-benzyl-5-nitro-2H-isoquinolin-1-one), [H][H] (hydrogen). Reagents/catalysts: [Pd] (palladium on charcoal). Run in CCO (EtOH). Reaction conditions: time 1 hour. Product: NC1=C2C=CN(C(C2=CC=C1)=O)CC1=CC=CC=C1 (5-amino-2-benzyl-2H-isoquinolin-1-one). Yield: 77.0%. Reaction SMILES: [CH2:1]([N:8]1[CH:17]=[CH:16][C:15]2[C:10](=[CH:11][CH:12]=[CH:13][C:14]=2[N+:18]([O-])=O)[C:9]1=[O:21])[C:2]1[CH:7]=[CH:6][CH:5]=[CH:4][CH:3]=1.N#N.[H][H]>CCO.[Pd]>[NH2:18][C:14]1[CH:13]=[CH:12][CH:11]=[C:10]2[C:15]=1[CH:16]=[CH:17][N:8]([CH2:1][C:2]1[CH:7]=[CH:6][CH:5]=[CH:4][CH:3]=1)[C:9]2=[O:21]. Reported procedure: 2-Benzyl-5-nitro-2H-isoquinolin-1-one (1.0 g, 3.57 mmol) from step 3 was dissolved in 10 mL of EtOH, and a catalytic amount (50 mg) of 10% palladium on charcoal was added (under N2 atmosphere). The vessel was then closed and exposed to hydrogen at 1 atmosphere for 2 hours. TLC indicated that reduction of the nitro group was complete after 1 hour, and the mixture was filtered and concentrated in vacuo to give 5-amino-2-benzyl-2H-isoquinolin-1-one (0.687 g, 2.75 mmol) as a pale yellow solid. RXN SMILES: [Cl:1][C:2]1[N:10]=[C:9]2[C:5]([N:6]=[CH:7][N:8]2[CH:11]([CH2:14][CH3:15])[CH2:12][CH3:13])=[C:4](Cl)[N:3]=1.C(O)CCC.[I:22][C:23]1[CH:24]=[C:25]([CH2:29][NH2:30])[CH:26]=[CH:27][CH:28]=1>C(O)(C)C>[Cl:1][C:2]1[N:10]=[C:9]2[C:5]([N:6]=[CH:7][N:8]2[CH:11]([CH2:14][CH3:15])[CH2:12][CH3:13])=[C:4]([NH:30][CH2:29][C:25]2[CH:26]=[CH:27][CH:28]=[C:23]([I:22])[CH:24]=2)[N:3]=1. Product: ClC1=NC(=C2N=CN(C2=N1)C(CC)CC)NCC1=CC(=CC=C1)I (2-chloro-9-(1-ethylpropyl)-N-[(3-iodophenyl)-methyl)-9H-purin-6-amine). Reaction conditions: time 22 hour. The reactants are ClC1=NC(=C2N=CN(C2=N1)C(CC)CC)Cl (2,6-dichoro-9-(1-ethylpropyl)-9H-purine), C(CCC)O (butanol), IC=1C=C(C=CC1)CN (3-iodo-benzenemethanamine). Run in C(C)(C)O (isopropanol). Procedure details: The operation is carried out as in Stage 2 of Example 3 starting from 200 mg of the product obtained in Stage 1 of Example 3 and 4 ml of butanol and using 0.123 ml of 3-iodo-benzenemethanamine in place of the benzylamine. Agitation is carried out at ambient temperature then the reaction medium is taken to a temperature of 80 to 85° C. for 22 hours, left to return to ambient temperature, diluted with 4 ml of isopropanol, left for three hours at a temperature of approximately 0° C., followed by se... Starting materials: BrC1=CC=CC=2N1N=C(C2[N+](=O)[O-])CC (7-bromo-2-ethyl-3-nitropyrazolo[1,5-a]pyridine), C(C)O (ethanol), O (water). The reagents and catalysts are [Zn] (zinc). The solvent is C(C)(=O)O (acetic acid). Reaction conditions: temperature 65 celsius, time 1 hour. Product: BrC1=CC=CC=2N1N=C(C2N)CC (7-Bromo-2-ethylpyrazolo[1,5-a]pyridine-3-amine). Isolated yield 73.3%. Reaction SMILES: [Br:1][C:2]1[N:7]2[N:8]=[C:9]([CH2:14][CH3:15])[C:10]([N+:11]([O-])=O)=[C:6]2[CH:5]=[CH:4][CH:3]=1.C(O)C.O>[Zn].C(O)(=O)C>[Br:1][C:2]1[N:7]2[N:8]=[C:9]([CH2:14][CH3:15])[C:10]([NH2:11])=[C:6]2[CH:5]=[CH:4][CH:3]=1. Procedure details: To a suspension of 7-bromo-2-ethyl-3-nitropyrazolo[1,5-a]pyridine (1.78 g) in a mixed solution of ethanol (100 mL), water (50 mL) and acetic acid (10 mL) was added zinc powder (1.78 g) at room temperature and the reaction mixture was stirred for 1 hour at 65° C. The reaction mixture was filtered through celite to remove insoluble residue and the filtrate was evaporated under reduced pressure. Water was added to the obtained residue and extraction was performed with ethyl acetate, and after washi... Reactants: c1ccc2c(C3CCNC3)c[nH]c2c1, C1COCCO1, CN(C)C1(c2ccccc2)CCC(CNC(=O)Oc2ccccc2)CC1. Product: CN(C)C1(c2ccccc2)CCC(CNC(=O)N2CCC(c3c[nH]c4ccccc34)C2)CC1. As a reaction SMILES: [NH:27]1[CH2:28][CH:29]([c:32]2[cH:33][nH:34][c:35]3[cH:36][cH:37][cH:38][cH:39][c:40]23)[CH2:30][CH2:31]1.[O:41]1[CH2:42][CH2:43][O:44][CH2:45][CH2:46]1.[c:1]1([O:2][C:8]([NH:9][CH2:10][CH:11]2[CH2:12][CH2:13][C:14]([c:17]3[cH:18][cH:19][cH:20][cH:21][cH:22]3)([N:23]([CH3:24])[CH3:25])[CH2:15][CH2:16]2)=[O:26])[cH:3][cH:4][cH:5][cH:6][cH:7]1>>[C:8]([NH:9][CH2:10][CH:11]1[CH2:12][CH2:13][C:14]([c:17]2[cH:18][cH:19][cH:20][cH:21][cH:22]2)([N:23]([CH3:24])[CH3:25])[CH2:15][CH2:16]1)(=[O:26])[N:27]1[CH2:28][CH:29]([c:32]2[cH:33][nH:34][c:35]3[cH:36][cH:37][cH:38][cH:39][c:40]23)[CH2:30][CH2:31]1. Starting materials: C(C)OC(=O)C=1SC=2CCOC3=C(C2N1)C=C(C=C3)Br (9-bromo-4,5-dihydro-6-oxa-3-thia-1-aza-benzo[e]azulene-2-carboxylic acid ethyl ester), C(CCC)N1C=NC=C1 (1-butylimidazole). The reagents and catalysts are [Fe-4](C#N)(C#N)(C#N)(C#N)(C#N)C#N.[K+].[K+].[K+].[K+] (potassium ferrocyanide), [Cu]I (copper (I) iodide). Product: C(C)OC(=O)C=1SC=2CCOC3=C(C2N1)C=C(C=C3)C#N (9-cyano-4,5-dihydro-6-oxa-3-thia-1-aza-benzo[e]azulene-2-carboxylic acid ethyl ester). Solvent: C1(=CC=CC=C1)C (toluene). Reaction SMILES: [CH2:1]([O:3][C:4]([C:6]1[S:7][C:8]2[CH2:9][CH2:10][O:11][C:12]3[CH:19]=[CH:18][C:17](Br)=[CH:16][C:13]=3[C:14]=2[N:15]=1)=[O:5])[CH3:2].[CH2:21]([N:25]1C=CN=C1)CCC>C1(C)C=CC=CC=1.[Fe-4](C#N)(C#N)(C#N)(C#N)(C#N)C#N.[K+].[K+].[K+].[K+].[Cu]I>[CH2:1]([O:3][C:4]([C:6]1[S:7][C:8]2[CH2:9][CH2:10][O:11][C:12]3[CH:19]=[CH:18][C:17]([C:21]#[N:25])=[CH:16][C:13]=3[C:14]=2[N:15]=1)=[O:5])[CH3:2] |f:3.4.5.6.7|. Reported procedure: A mixture of 9-bromo-4,5-dihydro-6-oxa-3-thia-1-aza-benzo[e]azulene-2-carboxylic acid ethyl ester (500 mg), potassium ferrocyanide (dried, 104 mg), copper (I) iodide (27 mg) and 1-butylimidazole (0.37 mL) in toluene (3 mL) was reacted in the microwave at 160° C. for 4 h. The mixture was then partitioned between dichloromethane (30 mL) and water (20 mL). The organic layer was dried (MgSO4), reduced in vacuo and purified on silica to give 9-cyano-4,5-dihydro-6-oxa-3-thia-1-aza-benzo[e]azulene-2-ca... Starting materials: NC1=C(C(=NN1C(=O)OC(C)(C)C)C1=CC=C(C=C1)O)C#N (tert-butyl 5-amino-4-cyano-3-(4-hydroxyphenyl)-1H-pyrazole-1-carboxylate), [H-].[Na+] (sodium hydride), S1C(=NC2=C1C=CC=C2)NC(=O)C=2C=CC=C1CCN(CC21)C=2SC(=C(N2)C(=O)OCC)CCCI (ethyl 2-(8-(benzo[d]thiazol-2-ylcarbamoyl)-3,4-dihydroisoquinolin-2(1H)-yl)-5-(3-iodopropyl)thiazole-4-carboxylate). The solvent is Cl (HCl), CN(C)C=O (DMF), CS(=O)C (DMSO), CO (MeOH). Conditions: temperature 60 celsius, time 10 minute. The product is NC1=C(C(=NN1)C1=CC=C(OCCCC2=C(N=C(S2)N2CC3=C(C=CC=C3CC2)C(NC=2SC3=C(N2)C=CC=C3)=O)C(=O)O)C=C1)C#N (5-(3-(4-(5-amino-4-cyano-1H-pyrazol-3-yl)phenoxy)propyl)-2-(8-(benzo[d]thiazol-2-ylcarbamoyl)-3,4-dihydroisoquinolin-2(1H)-yl)thiazole-4-carboxylic acid). Reaction SMILES: [NH2:1][C:2]1[N:6](C(OC(C)(C)C)=O)[N:5]=[C:4]([C:14]2[CH:19]=[CH:18][C:17]([OH:20])=[CH:16][CH:15]=2)[C:3]=1[C:21]#[N:22].[H-].[Na+].[S:25]1[C:29]2[CH:30]=[CH:31][CH:32]=[CH:33][C:28]=2[N:27]=[C:26]1[NH:34][C:35]([C:37]1[CH:38]=[CH:39][CH:40]=[C:41]2[C:46]=1[CH2:45][N:44]([C:47]1[S:48][C:49]([CH2:57][CH2:58][CH2:59]I)=[C:50]([C:52]([O:54]CC)=[O:53])[N:51]=1)[CH2:43][CH2:42]2)=[O:36]>CN(C=O)C.Cl.CS(C)=O.CO>[NH2:1][C:2]1[NH:6][N:5]=[C:4]([C:14]2[CH:15]=[CH:16][C:17]([O:20][CH2:59][CH2:58][CH2:57][C:49]3[S:48][C:47]([N:44]4[CH2:43][CH2:42][C:41]5[C:46](=[C:37]([C:35](=[O:36])[NH:34][C:26]6[S:25][C:29]7[CH:30]=[CH:31][CH:32]=[CH:33][C:28]=7[N:27]=6)[CH:38]=[CH:39][CH:40]=5)[CH2:45]4)=[N:51][C:50]=3[C:52]([OH:54])=[O:53])=[CH:18][CH:19]=2)[C:3]=1[C:21]#[N:22] |f:1.2|. Procedure details: To compound 31F (0.132 g, 0.44 mmol) in DMF (4 mL) was added 60% sodium hydride (0.048 g, 1.2 mmol) at 0° C. The solution was stirred for 10 minutes. To this solution was added compound 2C. The solution was stirred at rt for 2 hours. The solution was diluted with conc. HCl (0.5 mL), and heated at 60° C. for 30 minutes. The mixture was diluted with DMSO (5 mL) and MeOH (9 mL). The solid was filtered off. The filtrate was then purified by Prep HPLC to provide 12 mg of the desired product: 1H NMR (...